describe an organic reaction: reactants, conditions, products, and yield From a dataset of the Open Reaction Database (ORD), a public repository of structured organic reaction records. Starting materials: C1CCOC1, CNCCN(C)C, Cc1ccc(C(=O)Nc2ccc(F)cc2)cc1-c1nc(S(C)=O)nc2c1CNC(=O)N2c1c(F)cccc1F, CN(C)C=O. Yields the product Cc1ccc(C(=O)Nc2ccc(F)cc2)cc1-c1nc(N(C)CCN(C)C)nc2c1CNC(=O)N2c1c(F)cccc1F. Reaction SMILES: [CH2:47]1[O:48][CH2:49][CH2:50][CH2:51]1.[CH3:40][N:41]([CH2:42][CH2:43][NH:44][CH3:45])[CH3:46].[F:1][c:2]1[c:3]([N:9]2[C:10](=[O:39])[NH:11][CH2:12][c:13]3[c:14]2[n:15][c:16]([S:36]([CH3:37])=[O:38])[n:17][c:18]3-[c:19]2[cH:20][c:21]([C:22](=[O:23])[NH:24][c:25]3[cH:26][cH:27][c:28]([F:31])[cH:29][cH:30]3)[cH:32][cH:33][c:34]2[CH3:35])[c:4]([F:8])[cH:5][cH:6][cH:7]1.[O:52]=[CH:53][N:54]([CH3:55])[CH3:56]>>[F:1][c:2]1[c:3]([N:9]2[C:10](=[O:39])[NH:11][CH2:12][c:13]3[c:14]2[n:15][c:16]([N:44]([CH2:43][CH2:42][N:41]([CH3:40])[CH3:46])[CH3:45])[n:17][c:18]3-[c:19]2[cH:20][c:21]([C:22](=[O:23])[NH:24][c:25]3[cH:26][cH:27][c:28]([F:31])[cH:29][cH:30]3)[cH:32][cH:33][c:34]2[CH3:35])[c:4]([F:8])[cH:5][cH:6][cH:7]1. The reactants are C(C1=CC=CC=C1)(=S)CC(=O)N (thiobenzoyl acetamide), Cl.Cl.NC(C(=O)NC1(CCN(CC1)C)C#N)CC1CCCCC1 (2-amino-N-(4-cyano-1-methyl-piperidin-4-yl)-3-cyclohexyl-propionamide bis hydrochloride salt). Yields the product C(C)(=O)N=C(C1=CC=CC=C1)NC(C(=O)NC1(CCN(CC1)C)C#N)CC1CCCCC1 (2-[(Acetylimino-phenyl-methyl)-amino]-N-(4-cyano-1-methyl-piperidin-4-yl)-3-cyclohexyl-propionamide). RXN SMILES: [C:1](CC(N)=O)(=S)[C:2]1[CH:7]=[CH:6][CH:5]=[CH:4][CH:3]=1.Cl.Cl.[NH2:15][CH:16]([CH2:29][CH:30]1[CH2:35][CH2:34][CH2:33][CH2:32][CH2:31]1)[C:17]([NH:19][C:20]1([C:27]#[N:28])[CH2:25][CH2:24][N:23]([CH3:26])[CH2:22][CH2:21]1)=[O:18]>>[C:17]([N:19]=[C:1]([NH:15][CH:16]([CH2:29][CH:30]1[CH2:31][CH2:32][CH2:33][CH2:34][CH2:35]1)[C:17]([NH:19][C:20]1([C:27]#[N:28])[CH2:21][CH2:22][N:23]([CH3:26])[CH2:24][CH2:25]1)=[O:18])[C:2]1[CH:3]=[CH:4][CH:5]=[CH:6][CH:7]=1)(=[O:18])[CH3:16] |f:1.2.3|. Procedure: The title compound was prepared starting from thiobenzoyl acetamide and 2-amino-N-(4-cyano-1-methyl-piperidin-4-yl)-3-cyclohexyl-propionamide bis hydrochloride salt according to the procedure from Example 1, step b. MS, m/z 438=M+1. Reactants: C(CCC)C=1N(C(=CN1)\C=C\1/N(C(N(C1=O)CCCC)=O)CC=1N=C(SC1)C)CC1=CC=C(C(=O)OC)C=C1 (methyl Z-4-[[2-butyl-5-[[1-butyl-3-[(2-methyl-4-thiazolyl)methyl]-2,5-dioxo-4-imidazolidinylidene]methyl]-1H-imidazol-1-yl]methyl]benzoate), Cl (HCl), C(C)(=O)[O-].[Na+] (sodium acetate). The solvent is O (water). Product: C(CCC)C=1N(C(=CN1)\C=C\1/N(C(N(C1=O)CCCC)=O)CC=1N=C(SC1)C)CC1=CC=C(C(=O)O)C=C1 (Z-4-[[2-butyl-5-[[1-butyl-3-[(2-methyl-4-thiazolyl)methyl]-2,5-dioxo-4-imidazolidinylidene]methyl]-1H-imidazol-1-yl]methyl]benzoic acid). As a reaction SMILES: [CH2:1]([C:5]1[N:6]([CH2:29][C:30]2[CH:39]=[CH:38][C:33]([C:34]([O:36]C)=[O:35])=[CH:32][CH:31]=2)[C:7](/[CH:10]=[C:11]2\[N:12]([CH2:22][C:23]3[N:24]=[C:25]([CH3:28])[S:26][CH:27]=3)[C:13](=[O:21])[N:14]([CH2:17][CH2:18][CH2:19][CH3:20])[C:15]\2=[O:16])=[CH:8][N:9]=1)[CH2:2][CH2:3][CH3:4].Cl.C([O-])(=O)C.[Na+]>O>[CH2:1]([C:5]1[N:6]([CH2:29][C:30]2[CH:31]=[CH:32][C:33]([C:34]([OH:36])=[O:35])=[CH:38][CH:39]=2)[C:7](/[CH:10]=[C:11]2\[N:12]([CH2:22][C:23]3[N:24]=[C:25]([CH3:28])[S:26][CH:27]=3)[C:13](=[O:21])[N:14]([CH2:17][CH2:18][CH2:19][CH3:20])[C:15]\2=[O:16])=[CH:8][N:9]=1)[CH2:2][CH2:3][CH3:4] |f:2.3|. Reported procedure: A mixture of methyl Z-4-[[2-butyl-5-[[1-butyl-3-[(2-methyl-4-thiazolyl)methyl]-2,5-dioxo-4-imidazolidinylidene]methyl]-1H-imidazol-1-yl]methyl]benzoate (0.428 g, 0.65 mmol) and 2N HCl (12 mL) is refluxed for 1 hour in which time all the solid dissolved. Solvents are removed in vacuo and the mixture is evaporated from ethanol (5 mL) three times. The solid that results is treated with 5% aqueous sodium acetate (10 mL) and water (10 mL) to precipitate a gummy solid which is dissolved in methylene c... The reactants are CC(C)(C)OC(=O)CN(CC(=O)OC(C)(C)C)NC(=O)OCc1ccccc1, C, CO, [Pd]. Yields the product CC(C)(C)OC(=O)CN(N)CC(=O)OC(C)(C)C. As a reaction SMILES: [C:1]([CH3:2])([CH3:3])([CH3:4])[O:5][C:6](=[O:7])[CH2:8][N:9]([NH:10][C:11]([O:12][CH2:13][c:14]1[cH:15][cH:16][cH:17][cH:18][cH:19]1)=[O:20])[CH2:21][C:22](=[O:23])[O:24][C:25]([CH3:26])([CH3:27])[CH3:28].[C:31].[CH3:29][OH:30].[Pd:32]>>[C:1]([CH3:2])([CH3:3])([CH3:4])[O:5][C:6](=[O:7])[CH2:8][N:9]([NH2:10])[CH2:21][C:22](=[O:23])[O:24][C:25]([CH3:26])([CH3:27])[CH3:28]. The reactants are Potassium terbutylate, CC1(OCC(O1)CO)C (solketal), BrC=1C=CC=2N(C3=CC=C(C=C3C2C1)Br)CCCBr (3,6-dibromo-9-(3′-bromopropyl)carbazole). Run in COCCOC (1,2-dimethoxyethane), COCCOC (1,2-dimethoxyethane). Reaction conditions: time 15 minute. The product is BrC=1C=CC=2N(C3=CC=C(C=C3C2C1)Br)CCCOCC1OC(OC1)(C)C (3,6-dibromo-9-{3-[(2,2-dimethyl-1,3-di-oxolan-4-yl)methoxy]propyl}-9H-carbazole). The yield is 70.0%. As a reaction SMILES: [CH3:1][C:2]1([CH3:9])[O:6][CH:5]([CH2:7][OH:8])[CH2:4][O:3]1.[Br:10][C:11]1[CH:12]=[CH:13][C:14]2[N:15]([CH2:25][CH2:26][CH2:27]Br)[C:16]3[C:21]([C:22]=2[CH:23]=1)=[CH:20][C:19]([Br:24])=[CH:18][CH:17]=3>COCCOC>[Br:24][C:19]1[CH:18]=[CH:17][C:16]2[N:15]([CH2:25][CH2:26][CH2:27][O:8][CH2:7][CH:5]3[CH2:4][O:3][C:2]([CH3:9])([CH3:1])[O:6]3)[C:14]3[C:22]([C:21]=2[CH:20]=1)=[CH:23][C:11]([Br:10])=[CH:12][CH:13]=3. Procedure: Potassium terbutylate (0.8 g, 7.1 mmoles) are added, in an inert atmosphere, to a solution of solketal (0.9 g, 7.1 mmoles) in 10 ml of 1,2-dimethoxyethane. After 15 minutes, 3,6-dibromo-9-(3′-bromopropyl)carbazole (2.1 g, 4.7 mmoles) dissolved in 10 ml of 1,2-dimethoxyethane, are added dropwise. After hours, the 1,2-dimethoxyethane is removed by distillation at reduced pressure, the residue is recovered with water and extracted with ethyl acetate. After washing the organic phase with water until... Reactants: FC1=CC=C(C(=C1F)NC1=C(C=C(C=C1)I)F)N (5,6-difluoro-N1-(2-fluoro-4-iodophenyl)benzene-1,2-diamine), C(C=C)C1(CC1)S(=O)(=O)Cl (1-allylcyclopropane-1-sulfonyl chloride). The product is C(C=C)C1(CC1)S(=O)(=O)NC1=C(C(=C(C=C1)F)F)NC1=C(C=C(C=C1)I)F (1-allyl-N-(3,4-difluoro-2-(2-fluoro-4-iodophenylamino)phenyl)cyclopropane-1-sulfonamide). Reaction SMILES: [F:1][C:2]1[C:7]([F:8])=[C:6]([NH:9][C:10]2[CH:15]=[CH:14][C:13]([I:16])=[CH:12][C:11]=2[F:17])[C:5]([NH2:18])=[CH:4][CH:3]=1.[CH2:19]([C:22]1([S:25](Cl)(=[O:27])=[O:26])[CH2:24][CH2:23]1)[CH:20]=[CH2:21]>>[CH2:19]([C:22]1([S:25]([NH:18][C:5]2[CH:4]=[CH:3][C:2]([F:1])=[C:7]([F:8])[C:6]=2[NH:9][C:10]2[CH:15]=[CH:14][C:13]([I:16])=[CH:12][C:11]=2[F:17])(=[O:27])=[O:26])[CH2:24][CH2:23]1)[CH:20]=[CH2:21]. Procedure details: According to the general procedure B, 5,6-difluoro-N1-(2-fluoro-4-iodophenyl)benzene-1,2-diamine was reacted with 1-allylcyclopropane-1-sulfonyl chloride to obtain the desired product. m/z=507 [M−1]−.